From a dataset of the Open Reaction Database (ORD), a public repository of structured organic reaction records. describe an organic reaction: reactants, conditions, products, and yield The reactants are BrC=1C=CC2=C(C=3SC(=CC3CCO2)C(=O)O)C1 (9-bromo-4,5-dihydro-6-oxa-1-thia-benzo[e]azulene-2-carboxylic acid), C(C(=O)Cl)(=O)Cl (oxalyl chloride), C(O)([O-])=O.[Na+] (Sodium hydrogen carbonate), ClC1=C(NC)C=CC(=C1)Cl (2,4-dichloro-N-methylaniline). The reagents and catalysts are CN(C)C=O (DMF). The solvent is O (Water), ClCCl (dichloromethane), C(C)#N (acetonitrile). Run at time 3 hour. Yields the product BrC1=CC2=C(OCCC3=C2SC(=C3)C(=O)N(C)C3=C(C=C(C=C3)Cl)Cl)C=C1 (9-bromo-N-(2,4-dichlorophenyl)-N-methyl-4,5-dihydrobenzo[b]thieno[2,3-d]oxepine-2-carboxamide). As a reaction SMILES: [Br:1][C:2]1[CH:3]=[CH:4][C:5]2[O:14][CH2:13][CH2:12][C:11]3[CH:10]=[C:9]([C:15]([OH:17])=O)[S:8][C:7]=3[C:6]=2[CH:18]=1.C(Cl)(=O)C(Cl)=O.C(=O)([O-])O.[Na+].[Cl:30][C:31]1[CH:38]=[C:37]([Cl:39])[CH:36]=[CH:35][C:32]=1[NH:33][CH3:34]>ClCCl.CN(C=O)C.C(#N)C.O>[Br:1][C:2]1[CH:3]=[CH:4][C:5]2[O:14][CH2:13][CH2:12][C:11]3[CH:10]=[C:9]([C:15]([N:33]([C:32]4[CH:35]=[CH:36][C:37]([Cl:39])=[CH:38][C:31]=4[Cl:30])[CH3:34])=[O:17])[S:8][C:7]=3[C:6]=2[CH:18]=1 |f:2.3|. Procedure: To a solution of 9-bromo-4,5-dihydro-6-oxa-1-thia-benzo[e]azulene-2-carboxylic acid (911 mg) in dichloromethane (20 mL) and DMF (1 drop) was added oxalyl chloride (0.42 mL) and the reaction stirred at room temperature for 3 h. The solvent was then reduced in vacuo and the residue redissolved in acetonitrile. Sodium hydrogen carbonate (259 mg) and 2,4-dichloro-N-methylaniline (546 mg) were added and the reaction stirred at room temperature for 16 h. Water (20 mL) was added and the product extract... The reactants are N1=CC=CC=C1 (pyridine), O(C1=CC=CC=C1)CCN (2-phenoxyethanamine), O1CCCC1 (tetrahydrofurane), C1(CC(C(CC1)C(C)C)C(=O)Cl)C (p-Menthane carboxylic acid chloride). Run at time 16 hour. Yields the product C(C)(C)[C@H]1[C@@H](C[C@@H](CC1)C)C(=O)NCCCOC1=C(C=CC=C1)C ((1R,2S,5R)-2-isopropyl-5-methyl-N-(3-(o-tolyloxy)propyl)cyclohexane-carboxamide). Reaction SMILES: [N:1]1C=CC=C[CH:2]=1.[O:7]([CH2:14][CH2:15]N)[C:8]1[CH:13]=[CH:12][CH:11]=[CH:10][CH:9]=1.[CH:17]1([CH3:29])[CH2:22][CH2:21][CH:20]([CH:23]([CH3:25])[CH3:24])[CH:19]([C:26](Cl)=[O:27])[CH2:18]1.O1CCC[CH2:31]1>>[CH:23]([C@@H:20]1[CH2:21][CH2:22][C@@H:17]([CH3:29])[CH2:18][C@H:19]1[C:26]([NH:1][CH2:2][CH2:15][CH2:14][O:7][C:8]1[CH:9]=[CH:10][CH:11]=[CH:12][C:13]=1[CH3:31])=[O:27])([CH3:25])[CH3:24]. Procedure details: In a 25 mL round bottom flask, fitted with magnetic stirrer, 10 mL of tetrahydrofurane, 6.0 mmol (1.5 eq.) of pyridine and 3.33 mmol of 2-phenoxyethanamine were added. p-Menthane carboxylic acid chloride (4.0 mmol) were added and the mixture was stirred at room temperature for 16 hours, over night. The reaction mixture was extracted with MTBE and HCl (1N in water). The organic layer was washed with NaOH (1N in water), dried over MgSO4 and concentrated. The crude product was purified by column ch... Starting materials: Cl (hydrochloric acid), C(C)OC(C[C@@H]1C2=C(B(O1)O)C=C(C=C2C)OC2=NC=CN=C2)=O ((3R)-[1-hydroxy-4-methyl-6-(pyrazin-2-yloxy)-1,3-dihydro-benzo[c][1,2]-oxaborol-3-yl]-acetic acid ethyl ester), [Li+].[OH-] (LiOH). Solvent: CO (methanol), O (water). Reaction conditions: time 3 hour. Product: OB1O[C@@H](C2=C1C=C(C=C2C)OC2=NC=CN=C2)CC(=O)O ((3R)-[1-Hydroxy-4-methyl-6-(pyrazin-2-yloxy)-1,3-dihydro-benzo[c][1,2]oxaborol-3-yl]-acetic acid). Reaction SMILES: C([O:3][C:4](=[O:24])[CH2:5][C@H:6]1[O:10][B:9]([OH:11])[C:8]2[CH:12]=[C:13]([O:17][C:18]3[CH:23]=[N:22][CH:21]=[CH:20][N:19]=3)[CH:14]=[C:15]([CH3:16])[C:7]1=2)C.[Li+].[OH-].Cl>CO.O>[OH:11][B:9]1[C:8]2[CH:12]=[C:13]([O:17][C:18]3[CH:23]=[N:22][CH:21]=[CH:20][N:19]=3)[CH:14]=[C:15]([CH3:16])[C:7]=2[C@@H:6]([CH2:5][C:4]([OH:24])=[O:3])[O:10]1 |f:1.2|. Procedure details: To a solution of (3R)-[1-hydroxy-4-methyl-6-(pyrazin-2-yloxy)-1,3-dihydro-benzo[c][1,2]-oxaborol-3-yl]-acetic acid ethyl ester (0.90 g, 2.74 mmol, 1st peak) in methanol (15 mL) was added a solution of LiOH (0.328 g, 13.7 mmol) in water (12 mL) at 0° C. The resulting mixture was stirred at room temperature for 3 hours then acidified to pH=2 with dilute hydrochloric acid and extracted with EtOAc (2×30 mL). The organic extracts were washed with brine, dried over sodium sulfate and concentrated in v... The reactants are CCN=C=NCCCN(C)C (EDCI), CCN(C(C)C)C(C)C (DIPEA), C1(=CC=CC=C1)N1N=CC(=C1)C(=O)O (1-phenyl-1H-pyrazole-4-carboxylic acid), C=1C=CC2=C(C1)N=NN2O (HOBt), Cl.NCC(=O)N1CCC(CC1)OC1=C(C=CC=C1)Cl (2-amino-1-[4-(2-chloro-phenoxy)-piperidin-1-yl]-ethanone hydrochloride salt). RXN SMILES: CCN(C(C)C)C(C)C.[C:10]1([N:16]2[CH:20]=[C:19]([C:21]([OH:23])=O)[CH:18]=[N:17]2)[CH:15]=[CH:14][CH:13]=[CH:12][CH:11]=1.C1C=CC2N(O)N=NC=2C=1.CCN=C=NCCCN(C)C.Cl.[NH2:46][CH2:47][C:48]([N:50]1[CH2:55][CH2:54][CH:53]([O:56][C:57]2[CH:62]=[CH:61][CH:60]=[CH:59][C:58]=2[Cl:63])[CH2:52][CH2:51]1)=[O:49]>CN(C=O)C.O>[Cl:63][C:58]1[CH:59]=[CH:60][CH:61]=[CH:62][C:57]=1[O:56][CH:53]1[CH2:52][CH2:51][N:50]([C:48](=[O:49])[CH2:47][NH:46][C:21]([C:19]2[CH:18]=[N:17][N:16]([C:10]3[CH:11]=[CH:12][CH:13]=[CH:14][CH:15]=3)[CH:20]=2)=[O:23])[CH2:55][CH2:54]1 |f:4.5|. Isolated yield 46.9%. Procedure: DIPEA (223 mg, 0.3 mL, 1.72 mmol) was added to a stirred solution of 1-phenyl-1H-pyrazole-4-carboxylic acid (65 mg, 0.34 mmol) in DMF (5 mL) followed by HOBt (51 mg, 0.38 mmol) and EDCI (165 mg, 0.86 mmol). After 2 minutes of stirring, 2-amino-1-[4-(2-chloro-phenoxy)-piperidin-1-yl]-ethanone hydrochloride salt (116 mg, 0.38 mmol) (prepared according to Step 1 and 5 of the General Scheme) was added and the resulting mixture was stirred at room temperature overnight. Cold water was then added and ... Run at time 2 minute. Yields the product ClC1=C(OC2CCN(CC2)C(CNC(=O)C=2C=NN(C2)C2=CC=CC=C2)=O)C=CC=C1 (1-phenyl-1H-pyrazole-4-carboxylic acid {2-[4-(2-chloro-phenoxy)-piperidin-1-yl]-2-oxo-ethyl}-amide). The solvent is O (water), CN(C)C=O (DMF). Product: O=C(OCC1CCNCC1)c1ccccc1. Reaction SMILES: [C:1]([c:2]1[cH:3][cH:4][cH:5][cH:6][cH:7]1)(=[O:8])[O:9][CH3:10].[CH3:19][c:20]1[cH:21][cH:22][cH:23][cH:24][cH:25]1.[NH:11]1[CH2:12][CH2:13][CH:14]([CH2:17][OH:18])[CH2:15][CH2:16]1>>[C:1]([c:2]1[cH:3][cH:4][cH:5][cH:6][cH:7]1)(=[O:8])[O:9][CH2:10][CH:14]1[CH2:13][CH2:12][NH:11][CH2:16][CH2:15]1. The reactants are COC(=O)c1ccccc1, Cc1ccccc1, OCC1CCNCC1. Starting materials: [BH3-]C#N, CO, CC(=O)O, CCN(CC1CCCC1)c1nc2c(cc1C=O)c(C)nn2C, NCc1cc(C(F)(F)F)cc(C(F)(F)F)c1, [Na+]. Yields the product CCN(CC1CCCC1)c1nc2c(cc1CNCc1cc(C(F)(F)F)cc(C(F)(F)F)c1)c(C)nn2C. As a reaction SMILES: [C:39]([BH3-:40])#[N:41].[CH3:43][OH:44].[CH3:45][C:46](=[O:47])[OH:48].[CH:1]1([CH2:6][N:7]([c:8]2[c:9]([CH:19]=[O:20])[cH:10][c:11]3[c:12]([n:13]2)[n:14]([CH3:18])[n:15][c:16]3[CH3:17])[CH2:21][CH3:22])[CH2:2][CH2:3][CH2:4][CH2:5]1.[F:23][C:24]([c:25]1[cH:26][c:27]([CH2:28][NH2:29])[cH:30][c:31]([C:33]([F:34])([F:35])[F:36])[cH:32]1)([F:37])[F:38].[Na+:42]>>[CH:1]1([CH2:6][N:7]([c:8]2[c:9]([CH2:19][NH:29][CH2:28][c:27]3[cH:26][c:25]([C:24]([F:23])([F:37])[F:38])[cH:32][c:31]([C:33]([F:34])([F:35])[F:36])[cH:30]3)[cH:10][c:11]3[c:12]([n:13]2)[n:14]([CH3:18])[n:15][c:16]3[CH3:17])[CH2:21][CH3:22])[CH2:2][CH2:3][CH2:4][CH2:5]1.